Task: describe an organic reaction: reactants, conditions, products, and yield. Dataset: the Open Reaction Database (ORD), a public repository of structured organic reaction records Starting materials: ClC1=CC=C(C=C1)C(=NO)SCCCl (2-Chloroethyl 4-chloro-N-hydroxybenzenecarboximidothioate), [Na] (sodium). Run in C(C)O (ethanol). Yields the product ClC1=CC=C(C=C1)C1=NOCCS1 (3-(4-Chlorophenyl)-5,6-dihydro-1,4,2-oxathiazine). Reaction SMILES: [Cl:1][C:2]1[CH:7]=[CH:6][C:5]([C:8]([S:11][CH2:12][CH2:13]Cl)=[N:9][OH:10])=[CH:4][CH:3]=1.[Na]>C(O)C>[Cl:1][C:2]1[CH:7]=[CH:6][C:5]([C:8]2[S:11][CH2:12][CH2:13][O:10][N:9]=2)=[CH:4][CH:3]=1 |^1:14|. Procedure: 2-Chloroethyl 4-chloro-N-hydroxybenzenecarboximidothioate (2.5 g, 0.01 mol) was cyclised with sodium (0.23 g) in ethanol (25 ml) as described in Example 2. 3-(4-Chlorophenyl)-5,6-dihydro-1,4,2-oxathiazine, mp 80.5°-81.5° C., was isolated. (Found: C, 50.16; H, 4.24; N, 6.44. C9H8ClNOS requires C, 50.58; H, 3.77; N, 6.55.) The reactants are BrC(C(=O)C1=CC=C(C=C1)F)C1=CC=C(C=C1)S(=O)(=O)C (2-bromo-1-(4-fluorophenyl)-2-(4-methylsulfonylphenyl) ethanone), C(C)NC(=S)N (N-ethylthiourea). Solvent: C(C)O (ethanol). The product is C(C)NC=1SC(=C(N1)C1=CC=C(C=C1)F)C1=CC=C(C=C1)S(=O)(=O)C (2-ethylamino-4-(4-fluorophenyl)-5-(4-methylsulfonylphenyl)thiazole). Isolated yield 53.1%. RXN SMILES: Br[CH:2]([C:12]1[CH:17]=[CH:16][C:15]([S:18]([CH3:21])(=[O:20])=[O:19])=[CH:14][CH:13]=1)[C:3]([C:5]1[CH:10]=[CH:9][C:8]([F:11])=[CH:7][CH:6]=1)=O.[CH2:22]([NH:24][C:25]([NH2:27])=[S:26])[CH3:23]>C(O)C>[CH2:22]([NH:24][C:25]1[S:26][C:2]([C:12]2[CH:17]=[CH:16][C:15]([S:18]([CH3:21])(=[O:20])=[O:19])=[CH:14][CH:13]=2)=[C:3]([C:5]2[CH:10]=[CH:9][C:8]([F:11])=[CH:7][CH:6]=2)[N:27]=1)[CH3:23]. Procedure: To a solution of 2-bromo-1-(4-fluorophenyl)-2-(4-methylsulfonylphenyl)ethanone (Example 26, Step 2) (0.405 g, 1.09 mmol) in ethanol (10 mL) in a 25 mL round bottom flask was added N-ethylthiourea (0.114 g, 1.09 mmol) and the solution was heated to reflux for 14 hours. The reaction was cooled to room temperature and the resulting suspension was concentrated in vacuo, suspended in methylene chloride (100 mL) and washed with NaHCO3 saturated solution (3×10 mL), sodium carbonate solution (10%, 3×20 ... Reactants: C(C)(C)(C)OC(NC=1C(=NC(=NC1)C=1C=NC=CC1)OC1=CC(=CC=C1)C#N)=O ([4-(3-Cyano-phenoxy)-2-pyridin-3-yl-pyrimidin-5-yl]carbamic acid tert-butyl ester), C(=O)(C(F)(F)F)O (TFA), crude product. The solvent is C(Cl)Cl (CH2Cl2). Run at time 4 hour. Product: NC=1C(=NC(=NC1)C=1C=NC=CC1)OC=1C=C(C#N)C=CC1 (3-(5-Amino-2-pyridin-3-yl-pyrimidin-4-yloxy)-benzonitrile). As a reaction SMILES: C(OC(=O)[NH:7][C:8]1[C:9]([O:20][C:21]2[CH:26]=[CH:25][CH:24]=[C:23]([C:27]#[N:28])[CH:22]=2)=[N:10][C:11]([C:14]2[CH:15]=[N:16][CH:17]=[CH:18][CH:19]=2)=[N:12][CH:13]=1)(C)(C)C.C(O)(C(F)(F)F)=O>C(Cl)Cl>[NH2:7][C:8]1[C:9]([O:20][C:21]2[CH:22]=[C:23]([CH:24]=[CH:25][CH:26]=2)[C:27]#[N:28])=[N:10][C:11]([C:14]2[CH:15]=[N:16][CH:17]=[CH:18][CH:19]=2)=[N:12][CH:13]=1. Reported procedure: To a solution of Compound 14g (0.78 g; 2.0 mmol) in CH2Cl2 (20 mL) was added TFA (4 mL). The mixture was stirred at room temperature for 4 h. The solvent was evaporated under reduced pressure to afford Compound 14h. The crude product was used in the next reaction without further purification. MS: m/z 290.3 (M+H)+.